From a dataset of the Open Reaction Database (ORD), a public repository of structured organic reaction records. describe an organic reaction: reactants, conditions, products, and yield The reactants are N#CBr (cyanogen bromide), O.O.[Sn](Cl)Cl (tin(II) dichloride dihydrate), FC1=C(C(=CC=C1)F)C1=NC(=C(N1)C1=CC=C(C(=N1)N[C@@H](C(C)(C)C)C)[N+](=O)[O-])C1=CC=C(C=C1)F ({6-[2-(2,6-difluoro-phenyl)-5-(4-fluoro-phenyl)-3H-imidazol-4-yl]-3-nitro-pyridin-2-yl}-(1(R),2,2-trimethyl-propyl)-amine). The solvent is C(C)O (ethanol), C(C)O (ethanol). Run at time 8 hour. The product is FC1=C(C(=CC=C1)F)C1=NC(=C(N1)C1=CC=C2C(=N1)N(C(=N2)N)[C@@H](C(C)(C)C)C)C2=CC=C(C=C2)F (5-[2-(2,6-difluoro-phenyl)-5-(4-fluoro-phenyl)-3H-imidazol-4-yl]-3-(1(R),2,2-trimethyl-propyl)-3H-imidazo[4,5-b]pyridin-2-ylamine). Isolated yield 42.1%. As a reaction SMILES: [F:1][C:2]1[CH:7]=[CH:6][CH:5]=[C:4]([F:8])[C:3]=1[C:9]1[NH:13][C:12]([C:14]2[N:19]=[C:18]([NH:20][C@H:21]([CH3:26])[C:22]([CH3:25])([CH3:24])[CH3:23])[C:17]([N+:27]([O-])=O)=[CH:16][CH:15]=2)=[C:11]([C:30]2[CH:35]=[CH:34][C:33]([F:36])=[CH:32][CH:31]=2)[N:10]=1.O.O.[Sn](Cl)Cl.[N:42]#[C:43]Br>C(O)C>[F:1][C:2]1[CH:7]=[CH:6][CH:5]=[C:4]([F:8])[C:3]=1[C:9]1[NH:13][C:12]([C:14]2[N:19]=[C:18]3[N:20]([C@H:21]([CH3:26])[C:22]([CH3:25])([CH3:24])[CH3:23])[C:43]([NH2:42])=[N:27][C:17]3=[CH:16][CH:15]=2)=[C:11]([C:30]2[CH:35]=[CH:34][C:33]([F:36])=[CH:32][CH:31]=2)[N:10]=1 |f:1.2.3|. Procedure details: Dissolve {6-[2-(2,6-difluoro-phenyl)-5-(4-fluoro-phenyl)-3H-imidazol-4-yl]-3-nitro-pyridin-2-yl}-(1(R),2,2-trimethyl-propyl)-amine (673 mg, 1.4 mmol) in 100% ethanol (15 mL) and add tin(II) dichloride dihydrate (1.5 g, 6.8 mmol, 5 equiv). Heat the reaction mixture until starting material is consumed. Cool the reaction solution to room temperature, quench slowly with saturated aqueous NaHCO3. Add Celite® to the quenched reaction and filter the suspension on a Celite® pad, washing with water and e... The reactants are Cc1c(N=C=S)ccc2c(C#N)c[nH]c12, ClCCl, NCCN. The product is Cc1c(NC(=S)NCCN)ccc2c(C#N)c[nH]c12. As a reaction SMILES: [C:1](#[N:2])[c:3]1[cH:4][nH:5][c:6]2[c:7]([CH3:15])[c:8]([N:12]=[C:13]=[S:14])[cH:9][cH:10][c:11]12.[CH2:20]([Cl:21])[Cl:22].[NH2:16][CH2:17][CH2:18][NH2:19]>>[C:1](#[N:2])[c:3]1[cH:4][nH:5][c:6]2[c:7]([CH3:15])[c:8]([NH:12][C:13](=[S:14])[NH:16][CH2:17][CH2:18][NH2:19])[cH:9][cH:10][c:11]12. Reactants: [BH4-], CC1CN(C(=O)OC(C)(C)C)CC2Cc3cc(F)c(C=O)nc3N12, [Li+], C1CCOC1. The product is CC1CN(C(=O)OC(C)(C)C)CC2Cc3cc(F)c(CO)nc3N12. As a reaction SMILES: [BH4-:25].[C:1]([CH3:2])([CH3:3])([CH3:4])[O:5][C:6](=[O:7])[N:8]1[CH2:9][CH:10]2[CH2:11][c:12]3[cH:13][c:14]([F:24])[c:15]([CH:22]=[O:23])[n:16][c:17]3[N:18]2[CH:19]([CH3:21])[CH2:20]1.[Li+:26].[O:27]1[CH2:28][CH2:29][CH2:30][CH2:31]1>>[C:1]([CH3:2])([CH3:3])([CH3:4])[O:5][C:6](=[O:7])[N:8]1[CH2:9][CH:10]2[CH2:11][c:12]3[cH:13][c:14]([F:24])[c:15]([CH2:22][OH:23])[n:16][c:17]3[N:18]2[CH:19]([CH3:21])[CH2:20]1. Reactants: COc1ccc(OC2OC(CO)C(OCc3ccccc3)C(OCc3ccccc3)C2N2C(=O)c3ccccc3C2=O)cc1, CC(=O)OC(C)=O, CCO, CN(C)c1ccncc1, c1ccncc1. The product is COc1ccc(OC2OC(COC(C)=O)C(OCc3ccccc3)C(OCc3ccccc3)C2N2C(=O)c3ccccc3C2=O)cc1. RXN SMILES: [CH2:8]([c:9]1[cH:10][cH:11][cH:12][cH:13][cH:14]1)[O:15][CH:16]1[CH:17]([N:41]2[C:42](=[O:51])[c:43]3[c:44]([cH:47][cH:48][cH:49][cH:50]3)[C:45]2=[O:46])[CH:18]([O:19][c:20]2[cH:21][cH:22][c:23]([O:26][CH3:27])[cH:24][cH:25]2)[O:28][CH:29]([CH2:39][OH:40])[CH:30]1[O:31][CH2:32][c:33]1[cH:34][cH:35][cH:36][cH:37][cH:38]1.[CH3:1][C:2](=[O:3])[O:4][C:5](=[O:6])[CH3:7].[CH3:52][CH2:53][OH:54].[CH3:55][N:56]([c:57]1[cH:58][cH:59][n:60][cH:61][cH:62]1)[CH3:63].[cH:64]1[cH:65][cH:66][n:67][cH:68][cH:69]1>>[CH3:1][C:2](=[O:3])[O:40][CH2:39][CH:29]1[O:28][CH:18]([O:19][c:20]2[cH:21][cH:22][c:23]([O:26][CH3:27])[cH:24][cH:25]2)[CH:17]([N:41]2[C:42](=[O:51])[c:43]3[c:44]([cH:47][cH:48][cH:49][cH:50]3)[C:45]2=[O:46])[CH:16]([O:15][CH2:8][c:9]2[cH:10][cH:11][cH:12][cH:13][cH:14]2)[CH:30]1[O:31][CH2:32][c:33]1[cH:34][cH:35][cH:36][cH:37][cH:38]1. Starting materials: CCCc1c(OCc2ccc(S(=O)(=O)Nc3ccc(C(=O)OC)cc3)cc2)ccc(C(C)=O)c1O, CO, Cl, [Li+], [OH-]. Yields the product CCCc1c(OCc2ccc(S(=O)(=O)Nc3ccc(C(=O)O)cc3)cc2)ccc(C(C)=O)c1O. RXN SMILES: [CH3:1][O:2][C:3]([c:4]1[cH:5][cH:6][c:7]([NH:10][S:11](=[O:12])(=[O:13])[c:14]2[cH:15][cH:16][c:17]([CH2:20][O:21][c:22]3[c:23]([CH2:32][CH2:33][CH3:34])[c:24]([OH:31])[c:25]([C:28]([CH3:29])=[O:30])[cH:26][cH:27]3)[cH:18][cH:19]2)[cH:8][cH:9]1)=[O:35].[CH3:38][OH:39].[ClH:40].[Li+:36].[OH-:37]>>[O:2]=[C:3]([c:4]1[cH:5][cH:6][c:7]([NH:10][S:11](=[O:12])(=[O:13])[c:14]2[cH:15][cH:16][c:17]([CH2:20][O:21][c:22]3[c:23]([CH2:32][CH2:33][CH3:34])[c:24]([OH:31])[c:25]([C:28]([CH3:29])=[O:30])[cH:26][cH:27]3)[cH:18][cH:19]2)[cH:8][cH:9]1)[OH:35]. Starting materials: COC1=CC=C(CC2=NSC(O2)=O)C=C1 (5-(4-methoxy-benzyl)-[1,3,4]oxathiazol-2-one), C1(=CC=C(C=C1)S(=O)(=O)C#N)C (4-toluenesulfonylcyanide). The solvent is C1(=CC(=CC(=C1)C)C)C (mesitylene). Conditions: temperature 150 celsius. Product: COC1=CC=C(CC2=NSC(=N2)S(=O)(=O)C2=CC=C(C=C2)C)C=C1 (3-(4-methoxy-benzyl)-5-(toluene-4-sulfonyl)-[1,2,4]thiadiazole). The yield is 85.4%. Reaction SMILES: [CH3:1][O:2][C:3]1[CH:15]=[CH:14][C:6]([CH2:7][C:8]2OC(=O)[S:10][N:9]=2)=[CH:5][CH:4]=1.[C:16]1([CH3:27])[CH:21]=[CH:20][C:19]([S:22]([C:25]#[N:26])(=[O:24])=[O:23])=[CH:18][CH:17]=1>C1(C)C=C(C)C=C(C)C=1>[CH3:1][O:2][C:3]1[CH:15]=[CH:14][C:6]([CH2:7][C:8]2[N:26]=[C:25]([S:22]([C:19]3[CH:18]=[CH:17][C:16]([CH3:27])=[CH:21][CH:20]=3)(=[O:23])=[O:24])[S:10][N:9]=2)=[CH:5][CH:4]=1. Procedure: To a suspension of 5-(4-methoxy-benzyl)-[1,3,4]oxathiazol-2-one (335 mg, 1.50 mmol) in mesitylene (3 mL) was added 4-toluenesulfonylcyanide (572 mg, 3.00 mmol) and the resulting mixture heated to 150° C. for 135 min. The resulting brown solution was cooled and purified by flash chromatography (silica gel, 0% to 33% ethyl acetate/hexanes) which afforded 3-(4-methoxy-benzyl)-5-(toluene-4-sulfonyl)-[1,2,4]thiadiazole (462 mg, 86%) as a dark yellow solid. Starting materials: CCCCCCNc1ccc(Oc2ccc3nc(COc4ccc(CC5SC(=O)NC5=O)cc4)n(C)c3c2)cc1, O=C=Nc1ccccc1, C1CCOC1. The product is CCCCCCN(C(=O)Nc1ccccc1)c1ccc(Oc2ccc3nc(COc4ccc(CC5SC(=O)NC5=O)cc4)n(C)c3c2)cc1. RXN SMILES: [CH2:1]([CH2:2][CH2:3][CH2:4][CH2:5][CH3:6])[NH:7][c:8]1[cH:9][cH:10][c:11]([O:12][c:13]2[cH:14][cH:15][c:16]3[c:17]([n:18]([CH3:37])[c:19]([CH2:21][O:22][c:23]4[cH:24][cH:25][c:26]([CH2:27][CH:28]5[C:29](=[O:34])[NH:30][C:31](=[O:33])[S:32]5)[cH:35][cH:36]4)[n:20]3)[cH:38]2)[cH:39][cH:40]1.[O:41]=[C:42]=[N:43][c:44]1[cH:45][cH:46][cH:47][cH:48][cH:49]1.[O:50]1[CH2:51][CH2:52][CH2:53][CH2:54]1>>[CH2:1]([CH2:2][CH2:3][CH2:4][CH2:5][CH3:6])[N:7]([c:8]1[cH:9][cH:10][c:11]([O:12][c:13]2[cH:14][cH:15][c:16]3[c:17]([n:18]([CH3:37])[c:19]([CH2:21][O:22][c:23]4[cH:24][cH:25][c:26]([CH2:27][CH:28]5[C:29](=[O:34])[NH:30][C:31](=[O:33])[S:32]5)[cH:35][cH:36]4)[n:20]3)[cH:38]2)[cH:39][cH:40]1)[C:42](=[O:41])[NH:43][c:44]1[cH:45][cH:46][cH:47][cH:48][cH:49]1. Starting materials: N#Cc1cccc(S(=O)(=O)Cl)c1, [H-], [Na+], CN(C)C=O, N#Cc1ccc2[nH]c(-c3cccnc3)cc2c1. The product is N#Cc1cccc(S(=O)(=O)n2c(-c3cccnc3)cc3cc(C#N)ccc32)c1. RXN SMILES: [C:20](#[N:21])[c:22]1[cH:23][c:24]([S:28](=[O:29])(=[O:30])[Cl:31])[cH:25][cH:26][cH:27]1.[H-:18].[Na+:19].[O:32]=[CH:33][N:34]([CH3:35])[CH3:36].[n:1]1[cH:2][c:3](-[c:7]2[nH:8][c:9]3[cH:10][cH:11][c:12]([C:16]#[N:17])[cH:13][c:14]3[cH:15]2)[cH:4][cH:5][cH:6]1>>[n:1]1[cH:2][c:3](-[c:7]2[n:8]([S:28]([c:24]3[cH:23][c:22]([C:20]#[N:21])[cH:27][cH:26][cH:25]3)(=[O:29])=[O:30])[c:9]3[cH:10][cH:11][c:12]([C:16]#[N:17])[cH:13][c:14]3[cH:15]2)[cH:4][cH:5][cH:6]1.